This data is from the Open Reaction Database (ORD), a public repository of structured organic reaction records. The task is: describe an organic reaction: reactants, conditions, products, and yield Starting materials: [BH4-].[Na+] (sodium borohydride), [Br-].C(C)(C)(C)OC(=O)N1C=CC=2C=[N+](C=CC21)C(CCCCCC(C)C)C2=C(C=CC=C2)Cl (1-tert-butoxycarbonyl-5-[1-(2-chlorophenyl)-7-methyloctyl]-1H-pyrrolo[3,2-c]pyridin-5-ium bromide). Run in CCO (EtOH). Reaction conditions: time 0.5 hour. Product: C(C)(C)(C)OC(=O)N1C=CC=2CN(CCC21)C(CCCCCC(C)(C)C(=O)OCC)C2=C(C=CC=C2)Cl (5-[1-(2-chlorophenyl)-7-ethoxycarbonyl-7-methyloctyl]-4,5,6,7-tetrahydropyrrolo[3,2-c]pyridine-1-carboxylic acid tert-butyl ester). The yield is 93.3%. Reaction SMILES: [BH4-].[Na+].[Br-].[C:4]([O:8][C:9]([N:11]1[C:19]2[CH:18]=[CH:17][N+:16]([CH:20]([C:29]3[CH:34]=[CH:33][CH:32]=[CH:31][C:30]=3[Cl:35])[CH2:21][CH2:22][CH2:23][CH2:24][CH2:25][CH:26]([CH3:28])[CH3:27])=[CH:15][C:14]=2[CH:13]=[CH:12]1)=[O:10])([CH3:7])([CH3:6])[CH3:5]>CCO>[C:4]([O:8][C:9]([N:11]1[C:19]2[CH2:18][CH2:17][N:16]([CH:20]([C:29]3[CH:34]=[CH:33][CH:32]=[CH:31][C:30]=3[Cl:35])[CH2:21][CH2:22][CH2:23][CH2:24][CH2:25][C:26]([C:9]([O:8][CH2:4][CH3:5])=[O:10])([CH3:28])[CH3:27])[CH2:15][C:14]=2[CH:13]=[CH:12]1)=[O:10])([CH3:6])([CH3:7])[CH3:5] |f:0.1,2.3|. Reported procedure: Portions of sodium borohydride (0.16 g, 4.28 mmol) were added to a solution of 1-tert-butoxycarbonyl-5-[1-(2-chlorophenyl)-7-methyloctyl]-1H-pyrrolo[3,2-c]pyridin-5-ium bromide (1.3 g, 2.14 mmol) in 70% EtOH (30 mL) at room temperature over 30 minutes. Once the addition was complete, the mixture was stirred for 0.5 hours. The solvent was evaporated under reduced pressure and water (60 mL) was added. The product was extracted with dichloromethane (3×80 mL). The combined organic extracts were drie... The reactants are C1(=CC=CC2=CC=CC=C12)O (α-naphthol), C(=O)=O (carbon dioxide), alcohol, liquid, N (ammonia), [Li] (lithium), C=1C=CC=2C(C1)=CC=CC2O (naphthol). Run in C(C)O (ethyl alcohol). Yields the product C1(=CC=CC=2CC=CCC12)O (5,8-Dihydro-1-naphthol). Reaction SMILES: [C:1]1([OH:11])[C:10]2[C:5](=[CH:6][CH:7]=[CH:8][CH:9]=2)[CH:4]=[CH:3][CH:2]=1.C(=O)=O.N.[Li]>C(O)C>[C:1]1([OH:11])[C:10]2[CH2:9][CH:8]=[CH:7][CH2:6][C:5]=2[CH:4]=[CH:3][CH:2]=1 |^1:15|. Procedure details: 108 g (0.75 mol) of α-naphthol are placed in a 4 liter reactor. The round-bottomed flask is cooled in a bath of solid carbon dioxide and alcohol, and about 1 liter of liquid ammonia is introduced, whilst stirring vigorously. When the naphthol has almost dissolved, 20.9 g of lithium wire are added in small pieces and the mixture is then stirred for 1/2 hour. 170 ml of ethyl alcohol are then poured in dropwise. The round-bottomed flask is then left to warm up and nitrogen is bubbled into the mixtu... Starting materials: [BH4-].[Na+] (sodium borohydride), Cl.NC1=C(C=C(C=C1C(F)(F)F)C(CNC(C)(C)C)=O)Cl (4'-amino-2-tert.butylamino-3'-chloro-5'-trifluoromethyl-acetophenone hydrochloride), Cl (hydrochloric acid). Solvent: CO (methanol). Conditions: temperature -15 celsius. The product is Cl.NC1=C(C=C(C=C1C(F)(F)F)C(CNC(C)(C)C)O)Cl (1-(4'-Amino-3'-chloro-5'-trifluoromethyl-phenyl)-2-tert.butylamino-ethanol hydrochloride). As a reaction SMILES: Cl.[NH2:2][C:3]1[C:8]([C:9]([F:12])([F:11])[F:10])=[CH:7][C:6]([C:13](=[O:20])[CH2:14][NH:15][C:16]([CH3:19])([CH3:18])[CH3:17])=[CH:5][C:4]=1[Cl:21].[BH4-].[Na+].Cl>CO>[ClH:21].[NH2:2][C:3]1[C:8]([C:9]([F:10])([F:11])[F:12])=[CH:7][C:6]([CH:13]([OH:20])[CH2:14][NH:15][C:16]([CH3:17])([CH3:18])[CH3:19])=[CH:5][C:4]=1[Cl:21] |f:0.1,2.3,6.7|. Reported procedure: 80 gm of 4'-amino-2-tert.butylamino-3'-chloro-5'-trifluoromethyl-acetophenone hydrochloride (decomposition between 223° and 231° C.) were dissolved in 500 ml of methanol, and the solution was cooled to -15° C. 9.5 gm of sodium borohydride were added in small portions over a period of one hour, while stirring and maintaining the temperature between -5° to -15° C. After one hour more of stirring at -15° C., the mixture was acidified with 2N hydrochloric acid, and the methanol was removed in vacuo.... The reactants are aqueous solution, S(O)(O)(=O)=O (sulfuric acid), OO (hydrogen peroxide), Ferrous sulfate heptahydrate, C(CC)(=O)O (propionic acid), CC[C@@]1(C2=C(COC1=O)C(=O)N3CC=4C=C5C=CC=CC5=NC4C3=C2)O (Camptothecin), OO (hydrogen peroxide). Run in ice water, O (water). Conditions: time 16 hour. Yields the product CCC1=C2CN3C(=CC4=C(C3=O)COC(=O)[C@@]4(CC)O)C2=NC5=CC=CC=C51 (7-ethylcamptothecin). Reaction SMILES: [C:1](O)(=O)[CH2:2]C.[CH3:6][CH2:7][C@@:8]1([OH:31])[C:13](=[O:14])[O:12][CH2:11][C:10]2[C:15]([N:17]3[C:29](=[CH:30][C:9]1=2)[C:28]1[N:27]=[C:26]2[C:21]([CH:22]=[CH:23][CH:24]=[CH:25]2)=[CH:20][C:19]=1[CH2:18]3)=[O:16].S(=O)(=O)(O)O.OO>O>[CH3:1][CH2:2][C:20]1[C:21]2[C:26](=[CH:25][CH:24]=[CH:23][CH:22]=2)[N:27]=[C:28]2[C:19]=1[CH2:18][N:17]1[C:15](=[O:16])[C:10]3[CH2:11][O:12][C:13]([C@:8]([OH:31])([CH2:7][CH3:6])[C:9]=3[CH:30]=[C:29]12)=[O:14]. Reported procedure: Ferrous sulfate heptahydrate (1.20 g, 4.31 m-mol) and propionic acid was dissolved in water (15 ml). Camptothecin (300 mg, 0.862 m-mol) was suspended in the solution and dissolved therein by addition of concentrated sulfuric acid (6 ml) in small portions. To this solution was added dropwise under ice-cooling and agitation a 30% aqueous solution of hydrogen peroxide (1 ml, 9.81 m-mol) in small portions over the period of about 10 minutes. After addition of the hydrogen peroxide, the agitation was... The reactants are CO, CSc1ncc2cc(C)c(=O)n(C3CCCC3)c2n1, ClCCl, O=S(=O)(c1ccccc1)N1OC1c1ccccc1. Product: Cc1cc2cnc(S(C)=O)nc2n(C2CCCC2)c1=O. As a reaction SMILES: [CH3:20][OH:21].[CH:1]1([n:6]2[c:7](=[O:19])[c:8]([CH3:18])[cH:9][c:10]3[c:11]2[n:12][c:13]([S:16][CH3:17])[n:14][cH:15]3)[CH2:2][CH2:3][CH2:4][CH2:5]1.[Cl:40][CH2:41][Cl:42].[c:22]1([S:23]([N:24]2[CH:25]([c:26]3[cH:27][cH:28][cH:30][cH:31][cH:32]3)[O:33]2)(=[O:29])=[O:34])[cH:35][cH:36][cH:37][cH:38][cH:39]1>>[CH:1]1([n:6]2[c:7](=[O:19])[c:8]([CH3:18])[cH:9][c:10]3[c:11]2[n:12][c:13]([S:16]([CH3:17])=[O:29])[n:14][cH:15]3)[CH2:2][CH2:3][CH2:4][CH2:5]1. The product is C(C)C1=NC2=CC(=C(C=C2C(=C1C)OC(C)=O)F)Cl (2-ethyl-3-methyl-4-acetyloxy-6-fluoro-7-chloroquinoline), C(C)C1=NC2=CC=C(C(=C2C(=C1C)OC(C)=O)Cl)F (2-ethyl-3-methyl-4-acetyloxy-5-chloro-6-fluoroquinoline). Procedure details: 3-Chloro-4-fluoroaniline (2.91 g) and 3.16 g of ethyl-2-methylpropionyl acetate were refluxed in toluene (60 ml) in the presence of 0.3 ml of boron trifluoride etherate for 3 hr. The reaction mixture was then washed with a saturated sodium hydrogencarbonate solution and saturated brine and was dried over anhydrous sodium sulfate, and the solvent was then removed by evaporation. The resultant intermediate was refluxed in diphenyl ether for 30 min. The reaction solution was allowed to stand for co... Run at time 1 hour. Reaction SMILES: [H-].[Na+].[CH2:3]([C:5]1[C:14]([CH3:15])=[C:13]([OH:16])[C:12]2[C:7](=[CH:8][C:9]([Cl:18])=[C:10]([F:17])[CH:11]=2)[N:6]=1)[CH3:4].C(C1C(C)=[C:29]([O:32]C(C2CC2)=O)[C:28]2C(=CC(F)=C(F)C=2)N=1)C.[CH2:40]([C:42]1[C:51]([CH3:52])=[C:50]([O:53][C:54]([CH:56]2CC2)=[O:55])[C:49]2[C:44](=[CH:45][CH:46]=[C:47]([F:60])[C:48]=2F)[N:43]=1)[CH3:41]>O1CCCC1.O>[CH2:3]([C:5]1[C:14]([CH3:15])=[C:13]([O:16][C:29](=[O:32])[CH3:28])[C:12]2[C:7](=[CH:8][C:9]([Cl:18])=[C:10]([F:17])[CH:11]=2)[N:6]=1)[CH3:4].[CH2:40]([C:42]1[C:51]([CH3:52])=[C:50]([O:53][C:54](=[O:55])[CH3:56])[C:49]2[C:44](=[CH:45][CH:46]=[C:47]([F:60])[C:48]=2[Cl:18])[N:43]=1)[CH3:41] |f:0.1|. The solvent is O1CCCC1 (tetrahydrofuran), O (water), O1CCCC1 (tetrahydrofuran). Starting materials: [H-].[Na+] (sodium hydride), C(C)C1=NC2=CC(=C(C=C2C(=C1C)O)F)Cl (2-ethyl-3-methyl-4-hydroxy-6-fluoro-7-chloroquinoline), C(C)C1=NC2=CC(=C(C=C2C(=C1C)OC(=O)C1CC1)F)F (2-ethyl-3-methyl-4-cyclopropanecarbonyloxy-6,7-difluoroquinoline), C(C)C1=NC2=CC(=C(C=C2C(=C1C)OC(=O)C1CC1)F)F (2-ethyl-3-methyl-4-cyclopropanecarbonyloxy-6,7-difluoroquinoline), C(C)C1=NC2=CC=C(C(=C2C(=C1C)OC(=O)C1CC1)F)F (2-ethyl-3-methyl-4-cyclopropanecarbonyloxy-5,6-difluoroquinoline), C(C)C1=NC2=CC=C(C(=C2C(=C1C)OC(=O)C1CC1)F)F (2-ethyl-3-methyl-4-cyclopropanecarbonyloxy-5,6-difluoroquinoline).